From a dataset of the Open Reaction Database (ORD), a public repository of structured organic reaction records. describe an organic reaction: reactants, conditions, products, and yield Starting materials: C(C)(=O)OC(C=1C=C(CCl)C=CC1OC(C)=O)OC(C)=O (3-(Diacetoxymethyl)-4-acetoxybenzyl chloride), [I-].[Na+] (sodium iodide). The solvent is CC(=O)C (acetone). The product is C(C)(=O)OC(C=1C=C(CI)C=CC1OC(C)=O)OC(C)=O (3-(diacetoxymethyl)-4-acetoxybenzyl iodide). The yield is 91.1%. Reaction SMILES: [C:1]([O:4][CH:5]([O:18][C:19](=[O:21])[CH3:20])[C:6]1[CH:7]=[C:8]([CH:11]=[CH:12][C:13]=1[O:14][C:15](=[O:17])[CH3:16])[CH2:9]Cl)(=[O:3])[CH3:2].[I-:22].[Na+]>CC(C)=O>[C:1]([O:4][CH:5]([O:18][C:19](=[O:21])[CH3:20])[C:6]1[CH:7]=[C:8]([CH:11]=[CH:12][C:13]=1[O:14][C:15](=[O:17])[CH3:16])[CH2:9][I:22])(=[O:3])[CH3:2] |f:1.2|. Reported procedure: 3-(Diacetoxymethyl)-4-acetoxybenzyl chloride (987 g., 3.14 mole) and sodium iodide (494 g., 3.29 moles) in 3.5 liters acetone are refluxed for 6 hours. The reaction mixture is filtered, the filtrate is evaporated to dryness, triturated in ether and filtered to yield 1,162 g (91%) of 3-(diacetoxymethyl)-4-acetoxybenzyl iodide, m.p. 117°-120° C. The reactants are SC1=CC=CC=C1 (mercaptobenzene), NN'Dimethylformamide, C([O-])([O-])=O.[K+].[K+] (potassium carbonate), ClC1=CC=CC=2C(C3=C(C=CC=C3C(C12)=O)Cl)=O (1,5-dichloroanthraquinone). The solvent is CO (methanol). Run at temperature 80 celsius. Product: C1(=CC=CC=C1)SC1=CC=CC=2C(C3=C(C=CC=C3C(C12)=O)SC1=CC=CC=C1)=O (1,5-bis(phenylthio)anthraquinone). Reaction SMILES: [SH:1][C:2]1[CH:7]=[CH:6][CH:5]=[CH:4][CH:3]=1.C(=O)([O-])[O-].[K+].[K+].Cl[C:15]1[C:28]2[C:27](=[O:29])[C:26]3[C:21](=[C:22](Cl)[CH:23]=[CH:24][CH:25]=3)[C:20](=[O:31])[C:19]=2[CH:18]=[CH:17][CH:16]=1>CO>[C:2]1([S:1][C:15]2[C:28]3[C:27](=[O:29])[C:26]4[C:21](=[C:22]([S:1][C:2]5[CH:7]=[CH:6][CH:5]=[CH:4][CH:3]=5)[CH:23]=[CH:24][CH:25]=4)[C:20](=[O:31])[C:19]=3[CH:18]=[CH:17][CH:16]=2)[CH:7]=[CH:6][CH:5]=[CH:4][CH:3]=1 |f:1.2.3|. Procedure: The yellow pleochroic 1,5-bis(phenylthio)anthraquinone was prepared as follows: Two equivalents (2.2 g) mercaptobenzene were added to 30 g NN'Dimethylformamide, 5 g potassium carbonate, one equivalent (2.7 g) 1,5-dichloroanthraquinone and heated to reflux for 4 hours, after which 100 ml methanol were added after cooling to 80° C. Upon collecting the crystalline product by filtration, chromatography on alumina using toluene-methanol, and drying, the bright yellow orange crystalline product was ob... The reactants are ClC1=CC=C(C=C1)C=1NC2=CC=CC=C2C1 (2-(4-chloro-phenyl)-1H-indole), [Cl-].COC=1C=C(C=[N+](C)C)C=CC1OC ((3,4-dimethoxy-benzylidene)-dimethylammonium chloride), COC=1C=C(C=O)C=CC1OC (3,4-dimethoxy-benzaldehyde), CNC (dimethylamine). Product: ClC1=CC=C(C=C1)C=1NC2=CC=CC=C2C1C(C1=CC(=C(C=C1)OC)OC)N(C)C ([[2-(4-Chloro-phenyl)-1H-indol-3-yl]-(3,4-dimethoxy-phenyl)-methyl]-dimethyl-amine). Reaction SMILES: [Cl:1][C:2]1[CH:7]=[CH:6][C:5]([C:8]2[NH:9][C:10]3[C:15]([CH:16]=2)=[CH:14][CH:13]=[CH:12][CH:11]=3)=[CH:4][CH:3]=1.[Cl-].[CH3:18][O:19][C:20]1[CH:21]=[C:22]([CH:27]=[CH:28][C:29]=1[O:30][CH3:31])[CH:23]=[N+:24]([CH3:26])[CH3:25].COC1C=C(C=CC=1OC)C=O.CNC>>[Cl:1][C:2]1[CH:3]=[CH:4][C:5]([C:8]2[NH:9][C:10]3[C:15]([C:16]=2[CH:23]([N:24]([CH3:26])[CH3:25])[C:22]2[CH:27]=[CH:28][C:29]([O:30][CH3:31])=[C:20]([O:19][CH3:18])[CH:21]=2)=[CH:14][CH:13]=[CH:12][CH:11]=3)=[CH:6][CH:7]=1 |f:1.2|. Procedure: The preparation was carried out in accordance with general synthesis instructions 4 from 2-(4-chloro-phenyl)-1H-indole and (3,4-dimethoxy-benzylidene)-dimethylammonium chloride, which had been prepared in accordance with example 44 from 3,4-dimethoxy-benzaldehyde and dimethylamine. The reactants are CCC(=CSc1ccccc1)C(=O)OC, CCO, COC(C)(C)C, [Na+], [OH-], O. The product is CCC(=CSc1ccccc1)C(=O)O. Reaction SMILES: [CH2:1]([CH3:2])[C:3]([C:4](=[O:5])[O:6][CH3:7])=[CH:8][S:9][c:10]1[cH:11][cH:12][cH:13][cH:14][cH:15]1.[CH3:16][CH2:17][OH:18].[CH3:22][O:23][C:24]([CH3:25])([CH3:26])[CH3:27].[Na+:20].[OH-:19].[OH2:21]>>[CH2:1]([CH3:2])[C:3]([C:4](=[O:5])[OH:6])=[CH:8][S:9][c:10]1[cH:11][cH:12][cH:13][cH:14][cH:15]1. The reactants are N(=NC(=O)OCC)C(=O)OCC (diethyl azodicarboxylate), NC1=NC(=C2NC=NC2=N1)Cl (2-amino-6-chloropurine), OCC/C=C/P(OC(C)C)(OC(C)C)=O (diisopropyl (E)-4-hydroxybut-1-enylphosphonate), C1(=CC=CC=C1)P(C1=CC=CC=C1)C1=CC=CC=C1 (triphenyl phosphine). Solvent: CN(C=O)C (N,N-dimethylformamide). Run at temperature 0 celsius. Yields the product NC1=NC(=C2N=CN(C2=N1)CC\C=C\P(=O)(OC(C)C)OC(C)C)Cl ((E)-2-amino-6-chloro-9-[4-(diisopropoxyphosphoryl)but-3-enyl]purine). The yield is 35.2%. RXN SMILES: [NH2:1][C:2]1[N:10]=[C:9]2[C:5]([NH:6][CH:7]=[N:8]2)=[C:4]([Cl:11])[N:3]=1.O[CH2:13][CH2:14]/[CH:15]=[CH:16]/[P:17](=[O:26])([O:22][CH:23]([CH3:25])[CH3:24])[O:18][CH:19]([CH3:21])[CH3:20].C1(P(C2C=CC=CC=2)C2C=CC=CC=2)C=CC=CC=1.N(C(OCC)=O)=NC(OCC)=O>CN(C)C=O>[NH2:1][C:2]1[N:10]=[C:9]2[C:5]([N:6]=[CH:7][N:8]2[CH2:13][CH2:14]/[CH:15]=[CH:16]/[P:17]([O:22][CH:23]([CH3:24])[CH3:25])([O:18][CH:19]([CH3:20])[CH3:21])=[O:26])=[C:4]([Cl:11])[N:3]=1. Reported procedure: To a mixture of 2-amino-6-chloropurine (0.6 g, 3.81 mmol) , diisopropyl (E)-4-hydroxybut-1-enylphosphonate (0.90 g, 3.81 mmol) and triphenyl phosphine (2.00 g, 7.62 mmol) in dry N,N-dimethylformamide (30 ml) stirred at 0° C. under dry nitrogen was added diethyl azodicarboxylate (1.33 g, 7.62 mmol). The mixture was allowed to warm to room temperature and stirred for 1.3 hr. The solvent was removed and the residue was purified by column chromatography on silica gel eluting with dichloromethane-met...